From a dataset of the Open Reaction Database (ORD), a public repository of structured organic reaction records. describe an organic reaction: reactants, conditions, products, and yield The reactants are C1CCOC1, O=c1[nH]nc2c(-c3ccc(Cl)cc3)c(-c3ccc(Cl)cc3)cnn12, O=C1CCC(CO)N1, c1ccc(P(c2ccccc2)c2ccccc2)cc1. Product: O=C1CCC(Cn2nc3c(-c4ccc(Cl)cc4)c(-c4ccc(Cl)cc4)cnn3c2=O)N1. RXN SMILES: [CH2:52]1[O:53][CH2:54][CH2:55][CH2:56]1.[Cl:1][c:2]1[cH:3][cH:4][c:5](-[c:8]2[c:9](-[c:18]3[cH:19][cH:20][c:21]([Cl:24])[cH:22][cH:23]3)[c:10]3[n:11]([n:12][cH:13]2)[c:14](=[O:17])[nH:15][n:16]3)[cH:6][cH:7]1.[OH:44][CH2:45][CH:46]1[CH2:47][CH2:48][C:49](=[O:51])[NH:50]1.[c:25]1([P:26]([c:27]2[cH:28][cH:29][cH:30][cH:31][cH:32]2)[c:33]2[cH:34][cH:35][cH:36][cH:37][cH:38]2)[cH:39][cH:40][cH:41][cH:42][cH:43]1>>[Cl:1][c:2]1[cH:3][cH:4][c:5](-[c:8]2[c:9](-[c:18]3[cH:19][cH:20][c:21]([Cl:24])[cH:22][cH:23]3)[c:10]3[n:11]([n:12][cH:13]2)[c:14](=[O:17])[n:15]([CH2:45][CH:46]2[CH2:47][CH2:48][C:49](=[O:51])[NH:50]2)[n:16]3)[cH:6][cH:7]1. Reactants: C(C)N1C(=C(C2=CC=CC=C12)C#N)C=1C=NC=CC1 (1-ethyl-2-pyridin-3-yl-1H-indole-3-carbonitrile), solution, CC(C)C[AlH]CC(C)C (DIBAL-H), [Cl-].C(C)OC[P+](C1=CC=CC=C1)(C1=CC=CC=C1)C1=CC=CC=C1 (ethoxymethyltriphenylphosphonium chloride), CC(C)([O-])C.[K+] (potassium tert-butoxide), C(C)N1C(=C(C2=CC=CC=C12)C=O)C=1C=NC=CC1 (1-ethyl-2-pyridin-3-yl-1H-indole-3-carbaldehyde). Reagents/catalysts: [Pd] (Pd/C). Run in C1(=CC=CC=C1)C (toluene), C1CCOC1 (THF), C1CCOC1 (THF). Conditions: time 1 hour. The product is C(C)OCCC1=C(N(C2=CC=CC=C12)CC)C=1C=NC=CC1 (3-(2-ethoxy-ethyl)-1-ethyl-2-pyridin-3-yl-1H-indole). Reaction SMILES: [CH2:1]([N:3]1[C:11]2[C:6](=[CH:7][CH:8]=[CH:9][CH:10]=2)[C:5]([C:12]#N)=[C:4]1[C:14]1[CH:15]=[N:16][CH:17]=[CH:18][CH:19]=1)[CH3:2].CC(C[AlH]CC(C)C)C.[Cl-].[CH2:30]([O:32][CH2:33][P+](C1C=CC=CC=1)(C1C=CC=CC=1)C1C=CC=CC=1)[CH3:31].CC(C)([O-])C.[K+].C(N1C2C(=CC=CC=2)C(C=O)=C1C1C=NC=CC=1)C>C1(C)C=CC=CC=1.C1COCC1.[Pd]>[CH2:30]([O:32][CH2:33][CH2:12][C:5]1[C:6]2[C:11](=[CH:10][CH:9]=[CH:8][CH:7]=2)[N:3]([CH2:1][CH3:2])[C:4]=1[C:14]1[CH:15]=[N:16][CH:17]=[CH:18][CH:19]=1)[CH3:31] |f:2.3,4.5|. Procedure details: To a solution of 1-ethyl-2-pyridin-3-yl-1H-indole-3-carbonitrile (Example 84, 590 mg, 2.4 mmol) in toluene (20 mL) at −60° C. is added a 1 M solution of DIBAL-H (3.6 mL, 3.6 mmol). The reaction is stirred for 1 h and kept below −40° C. The reaction is then quenched with water (1 mL) and brought to room temperature. Anhydrous sodium sulfate (ca. 2 g) is then added to the reaction mixture. The reaction mixture is filtered through a plug of celite. Sulfuric acid (2M, ca. 5 mL) is added and upon com...